Dataset: the Open Reaction Database (ORD), a public repository of structured organic reaction records. Task: describe an organic reaction: reactants, conditions, products, and yield Reactants: O=C([O-])[O-], CCC(C)=O, Fc1cccc(CBr)c1, [K+], [K+], CNC(=O)C(C)(C)Oc1ccc(O)cc1. Yields the product CNC(=O)C(C)(C)Oc1ccc(OCc2cccc(F)c2)cc1. RXN SMILES: [C:25](=[O:26])([O-:27])[O-:28].[CH3:31][C:32](=[O:33])[CH2:34][CH3:35].[F:16][c:17]1[cH:18][c:19]([CH2:20][Br:21])[cH:22][cH:23][cH:24]1.[K+:29].[K+:30].[OH:1][c:2]1[cH:3][cH:4][c:5]([O:6][C:7]([C:8](=[O:9])[NH:10][CH3:11])([CH3:12])[CH3:13])[cH:14][cH:15]1>>[O:1]([c:2]1[cH:3][cH:4][c:5]([O:6][C:7]([C:8](=[O:9])[NH:10][CH3:11])([CH3:12])[CH3:13])[cH:14][cH:15]1)[CH2:20][c:19]1[cH:18][c:17]([F:16])[cH:24][cH:23][cH:22]1. Reactants: ClC1=CC=C(C=C1)S(=O)(=O)N=C=O (4-chlorobenzenesulfonylisocyanate), NC1=C(C(=O)O)C=C(C=C1)OC (2-amino-5-methoxybenzoic acid). Yields the product ClC1=CC=C(C=C1)S(=O)(=O)N1C(NC2=CC=C(C=C2C1=O)OC)=O (3-(4-chlorobenzenesulfonyl)-6-methoxy-2,4(1H,3H)-quinazolinedione). Isolated yield 64.7%. As a reaction SMILES: [Cl:1][C:2]1[CH:7]=[CH:6][C:5]([S:8]([N:11]=[C:12]=[O:13])(=[O:10])=[O:9])=[CH:4][CH:3]=1.[NH2:14][C:15]1[CH:23]=[CH:22][C:21]([O:24][CH3:25])=[CH:20][C:16]=1[C:17](O)=[O:18]>>[Cl:1][C:2]1[CH:3]=[CH:4][C:5]([S:8]([N:11]2[C:17](=[O:18])[C:16]3[C:15](=[CH:23][CH:22]=[C:21]([O:24][CH3:25])[CH:20]=3)[NH:14][C:12]2=[O:13])(=[O:9])=[O:10])=[CH:6][CH:7]=1. Procedure details: 1.00 g (4.59 mmol) of 4-chlorobenzenesulfonylisocyanate and 698 mg (4.18 mmol) of 2-amino-5-methoxybenzoic acid were treated in the same way as in Example 1 to obtain 992 mg of the above-identified compound (yield 64.8%). Properties: colorless crystal, Melting point: 192°-194° C., PMR (δppm, DMSO-d6): 3.79 (3H,s), 7.08 (1H,d), 7.30 (2H,m), 7.75 (2H,d), 8.16 (2H,d), 11.48 (1H,br). The solvent is CN(C)C=O (DMF). Reported procedure: This compound was prepared according to the procedure B from (2-amino-4,5,6,7-tetrahydrobenzo[b]thiophen-3-yl)(3,4-dimethoxyphenyl)methanone (0.317 g; 1 mmol), methyl levulinate (0.141 mL; 1.1 mmol), chlorotrimethylsilane (0.511 mL; 4 mmol) in DMF (4 mL) for 48 h. Purification by flash chromatography on silica gel using a gradient of ethyl acetate (5-50%) in heptane furnished 0.330 g (80%) of the title compound as a yellow solid. Isolated yield 80.2%. Reaction SMILES: [NH2:1][C:2]1[S:6][C:5]2[CH2:7][CH2:8][CH2:9][CH2:10][C:4]=2[C:3]=1[C:11]([C:13]1[CH:18]=[CH:17][C:16]([O:19][CH3:20])=[C:15]([O:21][CH3:22])[CH:14]=1)=O.[C:23]([O:30][CH3:31])(=[O:29])[CH2:24][CH2:25][C:26]([CH3:28])=O.Cl[Si](C)(C)C>CN(C=O)C>[CH3:31][O:30][C:23](=[O:29])[CH2:24][C:25]1[C:11]([C:13]2[CH:18]=[CH:17][C:16]([O:19][CH3:20])=[C:15]([O:21][CH3:22])[CH:14]=2)=[C:3]2[C:4]3[CH2:10][CH2:9][CH2:8][CH2:7][C:5]=3[S:6][C:2]2=[N:1][C:26]=1[CH3:28]. Starting materials: NC1=C(C2=C(S1)CCCC2)C(=O)C2=CC(=C(C=C2)OC)OC ((2-amino-4,5,6,7-tetrahydrobenzo[b]thiophen-3-yl)(3,4-dimethoxyphenyl)methanone), C(CCC(=O)C)(=O)OC (methyl levulinate), Cl[Si](C)(C)C (chlorotrimethylsilane). The product is COC(CC=1C(=C2C(=NC1C)SC1=C2CCCC1)C1=CC(=C(C=C1)OC)OC)=O (Methyl[2-methyl-4-(3,4-dimethoxyphenyl)-5,6,7,8-tetrahydro[1]benzothieno[2,3-b]pyridin-3-yl]acetate). Starting materials: FC(F)(F)c1ccc(C=Cc2nc(COc3ncc(Br)cn3)co2)cc1, C#CCCn1ccnn1, C1CCOC1, CCOC(C)=O, CC(C)NC(C)C, I[Cu]I, CN(C)C=O, c1ccc(P(c2ccccc2)(c2ccccc2)[Pd](P(c2ccccc2)(c2ccccc2)c2ccccc2)(P(c2ccccc2)(c2ccccc2)c2ccccc2)P(c2ccccc2)(c2ccccc2)c2ccccc2)cc1. Product: FC(F)(F)c1ccc(C=Cc2nc(COc3ncc(C#CCCn4ccnn4)cn3)co2)cc1. RXN SMILES: [Br:1][c:2]1[cH:3][n:4][c:5]([O:8][CH2:9][c:10]2[n:11][c:12]([CH:15]=[CH:16][c:17]3[cH:18][cH:19][c:20]([C:23]([F:24])([F:25])[F:26])[cH:21][cH:22]3)[o:13][cH:14]2)[n:6][cH:7]1.[CH2:27]([CH2:28][C:29]#[CH:30])[n:31]1[n:32][n:33][cH:34][cH:35]1.[CH2:54]1[O:55][CH2:56][CH2:57][CH2:58]1.[CH3:43][CH2:44][O:45][C:46](=[O:47])[CH3:48].[CH:36]([NH:37][CH:38]([CH3:39])[CH3:40])([CH3:41])[CH3:42].[Cu:59]([I:60])[I:61].[O:49]=[CH:50][N:51]([CH3:52])[CH3:53].[cH:62]1[cH:63][cH:64][c:65]([P:66]([Pd:67]([P:68]([c:69]2[cH:70][cH:71][cH:72][cH:73][cH:74]2)([c:75]2[cH:76][cH:77][cH:78][cH:79][cH:80]2)[c:81]2[cH:82][cH:83][cH:84][cH:85][cH:86]2)([P:87]([c:88]2[cH:89][cH:90][cH:91][cH:92][cH:93]2)([c:94]2[cH:95][cH:96][cH:97][cH:98][cH:99]2)[c:100]2[cH:101][cH:102][cH:103][cH:104][cH:105]2)[P:106]([c:107]2[cH:108][cH:109][cH:110][cH:111][cH:112]2)([c:113]2[cH:114][cH:115][cH:116][cH:117][cH:118]2)[c:119]2[cH:120][cH:121][cH:122][cH:123][cH:124]2)([c:125]2[cH:126][cH:127][cH:128][cH:129][cH:130]2)[c:131]2[cH:132][cH:133][cH:134][cH:135][cH:136]2)[cH:137][cH:138]1>>[c:2]1([C:30]#[C:29][CH2:28][CH2:27][n:31]2[n:32][n:33][cH:34][cH:35]2)[cH:3][n:4][c:5]([O:8][CH2:9][c:10]2[n:11][c:12]([CH:15]=[CH:16][c:17]3[cH:18][cH:19][c:20]([C:23]([F:24])([F:25])[F:26])[cH:21][cH:22]3)[o:13][cH:14]2)[n:6][cH:7]1. The reactants are [H-].[Na+] (sodium hydride), SC1=CC=C(C(=O)OC)C=C1 (methyl 4-mercaptobenzoate), ClC(CN1C=NC=C1)C1=CC=C(C=C1)F (1-[2-chloro-2-(4-fluorophenyl)ethyl]imidazole). The solvent is CN(C=O)C (dimethylformamide), CN(C=O)C (dimethylformamide). Run at time 30 minute. Yields the product FC1=CC=C(C=C1)C(CN1C=NC=C1)SC1=CC=C(C(=O)OC)C=C1 (Methyl 4-[1-(4-fluorophenyl)-2-(imidazol-1-yl)ethylthio]benzoate). The yield is 49.6%. RXN SMILES: [SH:1][C:2]1[CH:11]=[CH:10][C:5]([C:6]([O:8][CH3:9])=[O:7])=[CH:4][CH:3]=1.[H-].[Na+].Cl[CH:15]([C:22]1[CH:27]=[CH:26][C:25]([F:28])=[CH:24][CH:23]=1)[CH2:16][N:17]1[CH:21]=[CH:20][N:19]=[CH:18]1>CN(C)C=O>[F:28][C:25]1[CH:26]=[CH:27][C:22]([CH:15]([S:1][C:2]2[CH:3]=[CH:4][C:5]([C:6]([O:8][CH3:9])=[O:7])=[CH:10][CH:11]=2)[CH2:16][N:17]2[CH:21]=[CH:20][N:19]=[CH:18]2)=[CH:23][CH:24]=1 |f:1.2|. Reported procedure: 965 mg of methyl 4-mercaptobenzoate were dissolved in 6 ml of dry dimethylformamide. 250 mg of a 55% w/w suspension of sodium hydride in mineral oil were added to the resulting solution, whilst ice-cooling, and the mixture was then stirred at room temperature for 30 minutes. A solution of 1.1 g of 1-[2-chloro-2-(4-fluorophenyl)ethyl]imidazole dissolved in 16 ml of dry dimethylformamide was added to the resulting mixture. The mixture was then heated at 70° to 75° C. for 2.5 hours. At the end of t... Starting materials: C1(CC1)COC1=C(C=C(C(=C1)F)OC)C1=C2C(=NC=C1)C(=C(N2COCC[Si](C)(C)C)C)C(=O)O (7-[2-(cyclopropylmethoxy)-4-fluoro-5-methoxyphenyl]-2-methyl-1-{[2-(trimethylsilyl)ethoxy]methyl}-1H-pyrrolo[3,2-b]pyridine-3-carboxylic acid), N[C@@H]1CN(C[C@H]1O)C(=O)OC(C)(C)C (tert-butyl (3R*,4R*)-3-amino-4-hydroxy-pyrrolidine-1-carboxylate). Product: C1(CC1)COC1=C(C=C(C(=C1)F)OC)C1=C2C(=NC=C1)C(=C(N2COCC[Si](C)(C)C)C)C(=O)N[C@@H]2CN(C[C@H]2O)C(=O)OC(C)(C)C (tert-Butyl (3R*,4R*)-3-{[(7-[2-(cyclopropylmethoxy)-4-fluoro-5-methoxyphenyl]-2-methyl-1-{[2-(trimethylsilyl)ethoxy]methyl}-1H-pyrrolo[3,2-b]pyridin-3-yl)carbonyl]amino}-4-hydroxypyrrolidine-1-carboxylate). As a reaction SMILES: [CH:1]1([CH2:4][O:5][C:6]2[CH:11]=[C:10]([F:12])[C:9]([O:13][CH3:14])=[CH:8][C:7]=2[C:15]2[CH:20]=[CH:19][N:18]=[C:17]3[C:21]([C:33](O)=[O:34])=[C:22]([CH3:32])[N:23]([CH2:24][O:25][CH2:26][CH2:27][Si:28]([CH3:31])([CH3:30])[CH3:29])[C:16]=23)[CH2:3][CH2:2]1.[NH2:36][C@H:37]1[C@H:41]([OH:42])[CH2:40][N:39]([C:43]([O:45][C:46]([CH3:49])([CH3:48])[CH3:47])=[O:44])[CH2:38]1>>[CH:1]1([CH2:4][O:5][C:6]2[CH:11]=[C:10]([F:12])[C:9]([O:13][CH3:14])=[CH:8][C:7]=2[C:15]2[CH:20]=[CH:19][N:18]=[C:17]3[C:21]([C:33]([NH:36][C@H:37]4[C@H:41]([OH:42])[CH2:40][N:39]([C:43]([O:45][C:46]([CH3:49])([CH3:48])[CH3:47])=[O:44])[CH2:38]4)=[O:34])=[C:22]([CH3:32])[N:23]([CH2:24][O:25][CH2:26][CH2:27][Si:28]([CH3:29])([CH3:30])[CH3:31])[C:16]=23)[CH2:2][CH2:3]1. Procedure details: Starting from 7-[2-(cyclopropylmethoxy)-4-fluoro-5-methoxyphenyl]-2-methyl-1-{[2-(trimethylsilyl)ethoxy]methyl}-1H-pyrrolo[3,2-b]pyridine-3-carboxylic acid (example D.c7) and commercially available tert-butyl (3R*,4R*)-3-amino-4-hydroxy-pyrrolidine-1-carboxylate the title compound is obtained as pale yellow viscous oil. Starting materials: [Na] (sodium), SCCO (2-mercaptoethanol), ClCC(CCl)Cl (1,2,3-trichloropropane). The solvent is C(C)O (ethanol). Yields the product OCCSCC(CSCCO)SCCO (1,2,3-tris(2-hydroxyethylthio)propane). Reaction SMILES: [Na].[SH:2][CH2:3][CH2:4][OH:5].Cl[CH2:7][CH:8](Cl)[CH2:9]Cl>C(O)C>[OH:5][CH2:4][CH2:3][S:2][CH2:7][CH:8]([S:2][CH2:3][CH2:4][OH:5])[CH2:9][S:2][CH2:3][CH2:4][OH:5] |^1:0|. Procedure: To 300 parts of ethanol were successively added 6.9 parts of metallic sodium, 23.4 parts of 2-mercaptoethanol and 14.7 parts of 1,2,3-trichloropropane in this order, and the resulting mixture was heated under reflux. Thereafter, the deposited sodium chloride was removed, and the solution was concentrated to obtain 1,2,3-tris(2-hydroxyethylthio)propane. This compound was added to 80 parts of chloroform, and 45 parts of thionyl chloride was dropped into the resulting mixture. Subsequently, the mix... The reactants are N1=CC=C(C=C1)C=1C(NC2=CC=CC=C2C1)=O (3-(4-pyridinyl)-2(1H)-quinolone), Cl (hydrochloric acid), [H][H] (hydrogen). The reagents and catalysts are [Pd] (palladium/charcoal). Run in C(C)O (ethanol). The product is N1CCC(CC1)C=1C(NC2=CC=CC=C2C1)=O (3-(4-Piperidinyl)-2(1H)-quinolone). As a reaction SMILES: [N:1]1[CH:6]=[CH:5][C:4]([C:7]2[C:8](=[O:17])[NH:9][C:10]3[C:15]([CH:16]=2)=[CH:14][CH:13]=[CH:12][CH:11]=3)=[CH:3][CH:2]=1.Cl.[H][H]>[Pd].C(O)C>[NH:1]1[CH2:2][CH2:3][CH:4]([C:7]2[C:8](=[O:17])[NH:9][C:10]3[C:15]([CH:16]=2)=[CH:14][CH:13]=[CH:12][CH:11]=3)[CH2:5][CH2:6]1. Procedure: A mixture of 8.6 g (0.0387 mol) of 3-(4-pyridinyl)-2(1H)-quinolone, 1.2 1 of ethanol, 39 ml (0.039 mol) of 1N hydrochloric acid and 8.0 g of 10% palladium/charcoal was hydrogenated at a temperature of 40° C. until about 0.08 mol of hydrogen had been taken up. The mixture was freed from catalyst, the filtrate was evaporated down in vacuo, the residue was taken up in 200 ml of water and made ammoniacal. Common salt was added up to saturation point and the mixture was continuously extracted with di...